From a dataset of the Open Reaction Database (ORD), a public repository of structured organic reaction records. describe an organic reaction: reactants, conditions, products, and yield Starting materials: CC(C)(C)[Si](C)(C)OC(CBr)c1ccc(OCc2ccccc2)c2[nH]c(=O)ccc12, COC(=O)c1cccc(CC(C)(C)N)c1. Product: COC(=O)c1cccc(CC(C)(C)NCC(O[Si](C)(C)C(C)(C)C)c2ccc(OCc3ccccc3)c3[nH]c(=O)ccc23)c1. As a reaction SMILES: [CH2:16]([c:17]1[cH:18][cH:19][cH:20][cH:21][cH:22]1)[O:23][c:24]1[cH:25][cH:26][c:27]([CH:35]([CH2:36][Br:37])[O:38][Si:39]([CH3:40])([CH3:41])[C:42]([CH3:43])([CH3:44])[CH3:45])[c:28]2[cH:29][cH:30][c:31](=[O:34])[nH:32][c:33]12.[NH2:1][C:2]([CH2:3][c:4]1[cH:5][c:6]([C:7](=[O:8])[O:9][CH3:10])[cH:11][cH:12][cH:13]1)([CH3:14])[CH3:15]>>[NH:1]([C:2]([CH2:3][c:4]1[cH:5][c:6]([C:7](=[O:8])[O:9][CH3:10])[cH:11][cH:12][cH:13]1)([CH3:14])[CH3:15])[CH2:36][CH:35]([c:27]1[cH:26][cH:25][c:24]([O:23][CH2:16][c:17]2[cH:18][cH:19][cH:20][cH:21][cH:22]2)[c:33]2[c:28]1[cH:29][cH:30][c:31](=[O:34])[nH:32]2)[O:38][Si:39]([CH3:40])([CH3:41])[C:42]([CH3:43])([CH3:44])[CH3:45].